From a dataset of the Open Reaction Database (ORD), a public repository of structured organic reaction records. describe an organic reaction: reactants, conditions, products, and yield Starting materials: CC(C)(C#N)c1cccc(F)c1F, C1COCCO1, O, O=S(=O)(O)O. Yields the product CC(C)(C(=O)O)c1cccc(F)c1F. RXN SMILES: [F:1][c:2]1[c:3]([C:9]([C:10]#[N:11])([CH3:12])[CH3:13])[cH:4][cH:5][cH:6][c:7]1[F:8].[O:20]1[CH2:21][CH2:22][O:23][CH2:24][CH2:25]1.[OH2:14].[S:15]([OH:16])(=[O:17])(=[O:18])[OH:19]>>[F:1][c:2]1[c:3]([C:9]([C:10](=[O:14])[OH:16])([CH3:12])[CH3:13])[cH:4][cH:5][cH:6][c:7]1[F:8]. Reactants: ClC1=CC=2N(C3=CC=CC=C3SC2C=C1)C1CNCCC1 (2-chloro-10-piperidin-3-yl-10H-phenothiazine), N1=CC(=CC=C1)C=O (3-pyridinecarboxaldehyde), C(C)(=O)O[BH-](OC(C)=O)OC(C)=O.[Na+] (sodium triacetoxyborohydride). Product: ClC1=CC=2N(C3=CC=CC=C3SC2C=C1)C1C(N(CCC1)C=1C=NC=CC1)C (2-chloro-10-(1-pyridin-3-yl-methylpiperidin-3-yl)-10H-phenothiazine), Cl (HCl). RXN SMILES: [Cl:1][C:2]1[CH:15]=[CH:14][C:13]2[S:12][C:11]3[C:6](=[CH:7][CH:8]=[CH:9][CH:10]=3)[N:5]([CH:16]3[CH2:21][CH2:20][CH2:19][NH:18][CH2:17]3)[C:4]=2[CH:3]=1.[N:22]1[CH:27]=[CH:26][CH:25]=[C:24](C=O)[CH:23]=1.[C:30](O[BH-](OC(=O)C)OC(=O)C)(=O)C.[Na+]>>[Cl:1][C:2]1[CH:15]=[CH:14][C:13]2[S:12][C:11]3[C:6](=[CH:7][CH:8]=[CH:9][CH:10]=3)[N:5]([CH:16]3[CH2:21][CH2:20][CH2:19][N:18]([C:24]4[CH:23]=[N:22][CH:27]=[CH:26][CH:25]=4)[CH:17]3[CH3:30])[C:4]=2[CH:3]=1.[ClH:1] |f:2.3|. Reported procedure: 2-chloro-10-(1-pyridin-3-yl-methylpiperidin-3-yl)-10H-phenothiazine was prepared by treatment of 2-chloro-10-piperidin-3-yl-10H-phenothiazine (240 mg, 0.757 mmol) and 3-pyridinecarboxaldehyde (81 mg, 0.757 mmol) with sodium triacetoxyborohydride (224 mg, 1.06 mmol) to provide after treatment with ethereal HCl, the sub-titled compound (136 mg, 41%). Starting materials: C(#N)C1=CC=C(C=C1)NCC(=O)O (N-(4-cyanophenyl)glycine), C1(=CC=CC=C1)N(C(C1=CC(=C(C=C1)NC)N)=O)CCCC(=O)OC(C)(C)C (3-amino-4-methylaminobenzoic acid-N-phenyl-N-(3-tert-butyloxycarbonylpropyl)amide). Run in ClCCl.CO (dichloromethane methanol). The product is C1(=CC=CC=C1)N(C(=O)C1=CC2=C(N(C(=N2)CNC2=CC=C(C=C2)C#N)C)C=C1)CCCC(=O)OC(C)(C)C (1-Methyl-2-[N-(4-cyanophenyl)aminomethyl]benzimidazol-5-yl-carboxylic acid-N-phenyl-N-(3-tert-butyloxycarbonylpropyl)amide). The yield is 65.0%. RXN SMILES: [C:1]([C:3]1[CH:8]=[CH:7][C:6]([NH:9][CH2:10][C:11](O)=O)=[CH:5][CH:4]=1)#[N:2].[C:14]1([N:20]([CH2:32][CH2:33][CH2:34][C:35]([O:37][C:38]([CH3:41])([CH3:40])[CH3:39])=[O:36])[C:21](=[O:31])[C:22]2[CH:27]=[CH:26][C:25]([NH:28][CH3:29])=[C:24]([NH2:30])[CH:23]=2)[CH:19]=[CH:18][CH:17]=[CH:16][CH:15]=1>ClCCl.CO>[C:14]1([N:20]([CH2:32][CH2:33][CH2:34][C:35]([O:37][C:38]([CH3:41])([CH3:40])[CH3:39])=[O:36])[C:21]([C:22]2[CH:27]=[CH:26][C:25]3[N:28]([CH3:29])[C:11]([CH2:10][NH:9][C:6]4[CH:5]=[CH:4][C:3]([C:1]#[N:2])=[CH:8][CH:7]=4)=[N:30][C:24]=3[CH:23]=2)=[O:31])[CH:15]=[CH:16][CH:17]=[CH:18][CH:19]=1 |f:2.3|. Reported procedure: Prepared analogously to Example 25c from N-(4-cyanophenyl)glycine and 3-amino-4-methylaminobenzoic acid-N-phenyl-N-(3-tert-butyloxycarbonylpropyl)amide. Yield: 65% of theory; Rf value: 0.17 (silica gel; dichloromethane/methanol=19:1). Reactants: raw material, CSCCC=O (3-methylthiopropanal), C#N (hydrogen cyanide), C([O-])([O-])=O.[NH4+].[NH4+] (ammonium carbonate). Product: N[C@@H](CCSC)C(=O)O (methionine). As a reaction SMILES: [CH3:1][S:2][CH2:3][CH2:4][CH:5]=O.C#[N:8].[C:9](=[O:12])([O-])[O-:10].[NH4+].[NH4+]>>[NH2:8][C@H:5]([C:9]([OH:10])=[O:12])[CH2:4][CH2:3][S:2][CH3:1] |f:2.3.4|. Procedure: As a process for producing methionine, a process in which a raw material, 3-methylthiopropanal is reacted with hydrogen cyanide in the presence of a base (a cyanohydrination step); subsequently, the resulting product is reacted with ammonium carbonate (a hydantoination step); and then the resulting product is hydrolyzed to give methionine is widely known (see JP-A-2002-114758, JP-A-2002-105048, JP-A-2003-104958, JP-A-2003-104959, JP-A-2003-104960, JP-A-10-182593, JP-A-2003-119557, JP-A-11-217370... The reactants are NC(=O)CCNc1ccc(OC(F)(F)F)cc1, O=S(=O)(O)O. The product is N#CCCNc1ccc(OC(F)(F)F)cc1. RXN SMILES: [F:1][C:2]([O:3][c:4]1[cH:5][cH:6][c:7]([NH:8][CH2:9][CH2:10][C:11](=[O:12])[NH2:13])[cH:14][cH:15]1)([F:16])[F:17].[S:18](=[O:19])(=[O:20])([OH:21])[OH:22]>>[F:1][C:2]([O:3][c:4]1[cH:5][cH:6][c:7]([NH:8][CH2:9][CH2:10][C:11]#[N:13])[cH:14][cH:15]1)([F:16])[F:17]. Reactants: [Al+3], [H-], [H-], [H-], [H-], [Li+], CNC(=O)Cn1nc(N)c2cc3cc(OC)ccc3nc21, C1CCOC1. The product is CNCCn1nc(N)c2cc3cc(OC)ccc3nc21. RXN SMILES: [Al+3:2].[H-:1].[H-:4].[H-:5].[H-:6].[Li+:3].[NH2:7][c:8]1[n:9][n:10]([CH2:23][C:24](=[O:25])[NH:26][CH3:27])[c:11]2[n:12][c:13]3[cH:14][cH:15][c:16]([O:21][CH3:22])[cH:17][c:18]3[cH:19][c:20]12.[O:28]1[CH2:29][CH2:30][CH2:31][CH2:32]1>>[NH2:7][c:8]1[n:9][n:10]([CH2:23][CH2:24][NH:26][CH3:27])[c:11]2[n:12][c:13]3[cH:14][cH:15][c:16]([O:21][CH3:22])[cH:17][c:18]3[cH:19][c:20]12. Reactants: CC(=O)O[BH-](OC(C)=O)OC(C)=O, O=C([O-])O, CC(=O)O, ClC(Cl)Cl, COc1ccc2ncc(=O)n(CCN3CCC(N)CC3)c2c1, [Na+], [Na+], O=Cc1cc(-c2cccs2)on1. Product: COc1ccc2ncc(=O)n(CCN3CCC(NCc4cc(-c5cccs5)on4)CC3)c2c1. As a reaction SMILES: [C:35]([O:36][BH-:37]([O:38][C:39](=[O:40])[CH3:41])[O:42][C:43](=[O:44])[CH3:45])(=[O:46])[CH3:47].[C:49](=[O:50])([O-:51])[OH:52].[CH3:54][C:55](=[O:56])[OH:57].[CH:58]([Cl:59])([Cl:60])[Cl:61].[NH2:1][CH:2]1[CH2:3][CH2:4][N:5]([CH2:8][CH2:9][n:10]2[c:11](=[O:22])[cH:12][n:13][c:14]3[cH:15][cH:16][c:17]([O:20][CH3:21])[cH:18][c:19]23)[CH2:6][CH2:7]1.[Na+:48].[Na+:53].[s:23]1[c:24](-[c:28]2[cH:29][c:30]([CH:33]=[O:34])[n:31][o:32]2)[cH:25][cH:26][cH:27]1>>[NH:1]([CH:2]1[CH2:3][CH2:4][N:5]([CH2:8][CH2:9][n:10]2[c:11](=[O:22])[cH:12][n:13][c:14]3[cH:15][cH:16][c:17]([O:20][CH3:21])[cH:18][c:19]23)[CH2:6][CH2:7]1)[CH2:33][c:30]1[cH:29][c:28](-[c:24]2[s:23][cH:27][cH:26][cH:25]2)[o:32][n:31]1.